describe an organic reaction: reactants, conditions, products, and yield From a dataset of the Open Reaction Database (ORD), a public repository of structured organic reaction records. The reactants are Cl.Cl.C1(=CC=CC=C1)C(CN)CN (2-phenylpropane-1,3-diamine dihydrochloride), water ice, C=O (formaldehyde), [OH-].[Na+] (sodium hydroxide). Solvent: O (water). Reaction conditions: time 8 hour. The product is Cl.Cl.C1(=CC=CC=C1)C1CNCNC1 (5-phenyl-1,2,3,4,5,6-hexahydropyrimidine dihydrochloride). The yield is 58.0%. Reaction SMILES: [ClH:1].Cl.[C:3]1([CH:9]([CH2:12][NH2:13])[CH2:10][NH2:11])[CH:8]=[CH:7][CH:6]=[CH:5][CH:4]=1.[OH-].[Na+].[CH2:16]=O>O>[ClH:1].[ClH:1].[C:3]1([CH:9]2[CH2:10][NH:11][CH2:16][NH:13][CH2:12]2)[CH:8]=[CH:7][CH:6]=[CH:5][CH:4]=1 |f:0.1.2,3.4,7.8.9|. Procedure details: 37.5 g (0.168 mol) of 2-phenylpropane-1,3-diamine dihydrochloride are dissolved in 100 ml of water, and 13.52 g (0.336 mol) of sodium hydroxide pellets are added. The mixture is cooled in a bath of water+ice and 17 ml of a 30% (w/v) aqueous solution of formaldehyde are added. The mixture is left overnight at room temperature (15°-20° C.) and extracted with 5×50 ml of CHCl3, and the chloroform phase is washed with 25 ml of water, dried over MgSO4 and filtered. The filtrate is evaporated to drynes...